Dataset: the Open Reaction Database (ORD), a public repository of structured organic reaction records. Task: describe an organic reaction: reactants, conditions, products, and yield The reactants are C(=C)N1C=NC=C1 (1-vinylimidazole), C(CCCCCCCCCCC)Br (n-dodecyl bromide), CO (methanol). Solvent: C(C)OCC (diethyl ether). Conditions: temperature 60 celsius, time 15 hour. Product: [Br-].C(=C)[N+]1=CN(C=C1)CCCCCCCCCCCC (1-vinyl-3-dodecyl imidazolium bromide). Reaction SMILES: [CH:1]([N:3]1[CH:7]=[CH:6][N:5]=[CH:4]1)=[CH2:2].[CH2:8]([Br:20])[CH2:9][CH2:10][CH2:11][CH2:12][CH2:13][CH2:14][CH2:15][CH2:16][CH2:17][CH2:18][CH3:19].CO>C(OCC)C>[Br-:20].[CH:1]([N+:3]1[CH:7]=[CH:6][N:5]([CH2:19][CH2:18][CH2:17][CH2:16][CH2:15][CH2:14][CH2:13][CH2:12][CH2:11][CH2:10][CH2:9][CH3:8])[CH:4]=1)=[CH2:2] |f:4.5|. Procedure: (From Yuan & Antonietti, DOI: 10.1021/ma102858b.) A solution/suspension comprising 0.1 mol of 1-vinylimidazole, 0.1 mol of n-dodecyl bromide and 30 mL of methanol were loaded into a 100 mL reactor. The mixture was stirred at 60° C. for 15 h. After cooling the reaction mixture was added dropwise into 1 L of diethyl ether. The white precipitate was filtered off and dried at room temperature to yield a powder.